This data is from the Open Reaction Database (ORD), a public repository of structured organic reaction records. The task is: describe an organic reaction: reactants, conditions, products, and yield Starting materials: BrC=1C(=NC=C(N1)Br)N (3,5-dibromopyrazin-2-amine), TEA, C[Si](C)(C)C#C ((trimethylsilyl)acetylene). The reagents and catalysts are [Cu]I (copper(I) iodide), Cl[Pd]([P](C1=CC=CC=C1)(C2=CC=CC=C2)C3=CC=CC=C3)([P](C4=CC=CC=C4)(C5=CC=CC=C5)C6=CC=CC=C6)Cl (PdCl2(PPh3)2). Run in C1CCOC1 (THF), C1CCOC1 (THF). Run at temperature 0 celsius, time 7 hour. The product is BrC=1N=C(C(=NC1)N)C#C[Si](C)(C)C (5-bromo-3-((trimethylsilyl)ethynyl)pyrazin-2-amine). The yield is 85.4%. Reaction SMILES: Br[C:2]1[C:3]([NH2:9])=[N:4][CH:5]=[C:6]([Br:8])[N:7]=1.[CH3:10][Si:11]([C:14]#[CH:15])([CH3:13])[CH3:12]>C1COCC1.[Cu]I.Cl[Pd](Cl)([P](C1C=CC=CC=1)(C1C=CC=CC=1)C1C=CC=CC=1)[P](C1C=CC=CC=1)(C1C=CC=CC=1)C1C=CC=CC=1>[Br:8][C:6]1[N:7]=[C:2]([C:15]#[C:14][Si:11]([CH3:13])([CH3:12])[CH3:10])[C:3]([NH2:9])=[N:4][CH:5]=1 |^1:25,44|. Reported procedure: To a solution of 3,5-dibromopyrazin-2-amine (40.0 g, 158 mmol), TEA (66.1 mL, 475 mmol), and copper(I) iodide (0.301 g, 1.58 mmol) in THF (1172 ml) was added PdCl2(PPh3)2 (1.11 g, 1.58 mmol). The reaction mixture was cooled at about 0° C. and a solution of (trimethylsilyl)acetylene (20.8 mL, 150 mmol) in THF (146 mL) was added drop-wise. The reaction mixture was stirred at about 0-10° C. for about 7 h and then concentrated under reduced pressure. The dark brown residue was dissolved in DCM (600 ... Reactants: FC=1C=C(C=CC1C=1SC2=NC(=CC=C2N1)C1(CC=CC1)C1=CC=CC=C1)CN1CC(C1)C(=O)OC (methyl 1-((3-fluoro-4-(5-(1-phenylcyclopent-3-enyl)thiazolo[5,4-b]pyridine-2-yl)phenyl)methyl)azetidine-3-carboxylate), O (water), CO (MeOH). Reagents/catalysts: [Pd] (Pd/C). The solvent is C1CCOC1 (THF). Conditions: time 4 hour. Product: FC=1C=C(C=CC1C=1SC2=NC(=CC=C2N1)C1(CCCC1)C1=CC=CC=C1)CN1CC(C1)C(=O)OC (methyl 1-((3-fluoro-4-(5-(1-phenylcyclopentyl)thiazolo[5,4-b]pyridine-2-yl)phenyl)methyl)azetidine-3-carboxylate). As a reaction SMILES: [F:1][C:2]1[CH:3]=[C:4]([CH2:28][N:29]2[CH2:32][CH:31]([C:33]([O:35][CH3:36])=[O:34])[CH2:30]2)[CH:5]=[CH:6][C:7]=1[C:8]1[S:9][C:10]2[C:15]([N:16]=1)=[CH:14][CH:13]=[C:12]([C:17]1([C:22]3[CH:27]=[CH:26][CH:25]=[CH:24][CH:23]=3)[CH2:21][CH:20]=[CH:19][CH2:18]1)[N:11]=2.O.CO>[Pd].C1COCC1>[F:1][C:2]1[CH:3]=[C:4]([CH2:28][N:29]2[CH2:30][CH:31]([C:33]([O:35][CH3:36])=[O:34])[CH2:32]2)[CH:5]=[CH:6][C:7]=1[C:8]1[S:9][C:10]2[C:15]([N:16]=1)=[CH:14][CH:13]=[C:12]([C:17]1([C:22]3[CH:27]=[CH:26][CH:25]=[CH:24][CH:23]=3)[CH2:21][CH2:20][CH2:19][CH2:18]1)[N:11]=2. Procedure: To a mixture of methyl 1-((3-fluoro-4-(5-(1-phenylcyclopent-3-enyl)thiazolo[5,4-b]pyridine-2-yl)phenyl)methyl)azetidine-3-carboxylate (0.333 g, 0.667 mmol) and 10% Pd/C, 50% water (0.355 g, 0.333 mmol) under nitrogen was added 5 mL MeOH and 5 mL THF. The resulting mixture was stirred rapidly under an H2 balloon for 4 h. The reaction mixture was flushed with nitrogen, filtered, rinsing with DCM, and concentrated in vacuo. The resulting oil was purified by silica gel chromatography, ISCO 0-100% EA...